Dataset: the Open Reaction Database (ORD), a public repository of structured organic reaction records. Task: describe an organic reaction: reactants, conditions, products, and yield Starting materials: NC1=NC(C=2C(=N1)N=CC2CN)=O (2-amino-5-aminomethylpyrrolo[2,3-d]pyrimidin-4-one), C(C1=CC=CC=C1)=O (benzaldehyde), methanolic solution, C[O-].[Na+] (sodium methoxide), Cl (HCl), N.C(C)O (ammonia ethanol), [BH4-].[Na+] (sodium borohydride). The solvent is CO (methanol). The product is NC1=NC(C=2C(=N1)N=CC2CNCC2=CC=CC=C2)=O (2-amino-5-benzylaminomethylpyrrolo[2,3-d]pyrimidin-4-one). The yield is 80.2%. As a reaction SMILES: [NH2:1][C:2]1[N:7]=[C:6]2[N:8]=[CH:9][C:10]([CH2:11][NH2:12])=[C:5]2[C:4](=[O:13])[N:3]=1.C[O-].[Na+].[CH:17](=O)[C:18]1[CH:23]=[CH:22][CH:21]=[CH:20][CH:19]=1.[BH4-].[Na+].Cl.N.C(O)C>CO>[NH2:1][C:2]1[N:7]=[C:6]2[N:8]=[CH:9][C:10]([CH2:11][NH:12][CH2:17][C:18]3[CH:23]=[CH:22][CH:21]=[CH:20][CH:19]=3)=[C:5]2[C:4](=[O:13])[N:3]=1 |f:1.2,4.5,7.8|. Reported procedure: In 5 ml of methanol was dissolved 251 mg of 2-amino-5-aminomethylpyrrolo[2,3-d]pyrimidin-4-one (dihydrochloride). To this solution was added 396 mg of a 28% methanolic solution of sodium methoxide, and under stirring at room temperature, 106 mg of benzaldehyde and, then, 1 g of molecular sieve (Wako Pure Chemical Co. in Japan 3 A 1/16) were added. The mixture was stirred for 30 minutes, after which 25 mg of sodium borohydride was added. The mixture was further stirred at room temperature for 30 ...